describe an organic reaction: reactants, conditions, products, and yield From a dataset of the Open Reaction Database (ORD), a public repository of structured organic reaction records. The reactants are CO, COC(=O)C1C=CCCC1, Cl, [Na]. The product is COC(=O)C1=CCCCC1. Reaction SMILES: [CH3:13][OH:14].[CH:1]1([C:7](=[O:8])[O:9][CH3:10])[CH:2]=[CH:3][CH2:4][CH2:5][CH2:6]1.[ClH:12].[Na:11]>>[C:1]1([C:7](=[O:8])[O:9][CH3:10])=[CH:2][CH2:3][CH2:4][CH2:5][CH2:6]1.